From a dataset of the Open Reaction Database (ORD), a public repository of structured organic reaction records. describe an organic reaction: reactants, conditions, products, and yield The reactants are O=C([O-])[O-], CN(C)C1(c2ccccc2)CCC2(CC1)OCCc1c2[nH]c2ccccc12, CCOC(C)=O, Cl, [Na+], [Na+]. Product: CN(C)C1(c2ccccc2)CCC(c2[nH]c3ccccc3c2CCO)CC1. Reaction SMILES: [C:28](=[O:29])([O-:30])[O-:31].[CH3:1][N:2]([C:3]1([c:21]2[cH:22][cH:23][cH:24][cH:25][cH:26]2)[CH2:4][CH2:5][C:6]2([CH2:7][CH2:8]1)[O:9][CH2:10][CH2:11][c:12]1[c:13]2[nH:14][c:15]2[cH:16][cH:17][cH:18][cH:19][c:20]12)[CH3:27].[CH3:34][CH2:35][O:36][C:37]([CH3:38])=[O:39].[ClH:40].[Na+:32].[Na+:33]>>[CH3:1][N:2]([C:3]1([c:21]2[cH:22][cH:23][cH:24][cH:25][cH:26]2)[CH2:4][CH2:5][CH:6]([c:13]2[c:12]([CH2:11][CH2:10][OH:9])[c:20]3[c:15]([nH:14]2)[cH:16][cH:17][cH:18][cH:19]3)[CH2:7][CH2:8]1)[CH3:27]. Starting materials: C1=CC=C(C=C1)P(C2=CC=CC=C2)C3=CC=CC=C3 (Ph3P), OCC=1C=C(C(C#N)=CC1)C#N (4-Hydroxymethyl-phthalonitrile), C(Br)(Br)(Br)Br (CBr4). Procedure: 4-Hydroxymethyl-phthalonitrile from step 2 (1.3 g, 8.2 mmol) was dissolved in THF (41 ml) and treated with Ph3P (3.2 g, 12.3 mmol) followed by CBr4 (4 g, 12.3 mmol). The reaction mixture was stirred at room temp. for 21 hours. The solvent was removed in vacuo and the residue purified by flash chromatography (15% EtOAc/Hexane) to yield the desired product. Product: BrCC=1C=C(C(C#N)=CC1)C#N (4-Bromomethyl-phthalonitrile). Run in C1CCOC1 (THF). Run at time 21 hour. RXN SMILES: O[CH2:2][C:3]1[CH:4]=[C:5]([C:11]#[N:12])[C:6](=[CH:9][CH:10]=1)[C:7]#[N:8].C1C=CC(P(C2C=CC=CC=2)C2C=CC=CC=2)=CC=1.C(Br)(Br)(Br)[Br:33]>C1COCC1>[Br:33][CH2:2][C:3]1[CH:4]=[C:5]([C:11]#[N:12])[C:6](=[CH:9][CH:10]=1)[C:7]#[N:8].